Dataset: the Open Reaction Database (ORD), a public repository of structured organic reaction records. Task: describe an organic reaction: reactants, conditions, products, and yield Reactants: NC=1SC2=C(N1)C=CC(=C2)C (2-Amino-6-methylbenzothiazole), COCC(=O)Cl (methoxyacetyl chloride). Run in N1=CC=CC=C1 (pyridine). Reaction conditions: time 2 hour. The product is COCC(=O)NC=1SC2=C(N1)C=CC(=C2)C (2-(methoxyacetylamino)-6-methylbenzothiazole). As a reaction SMILES: [NH2:1][C:2]1[S:3][C:4]2[CH:10]=[C:9]([CH3:11])[CH:8]=[CH:7][C:5]=2[N:6]=1.[CH3:12][O:13][CH2:14][C:15](Cl)=[O:16]>N1C=CC=CC=1>[CH3:12][O:13][CH2:14][C:15]([NH:1][C:2]1[S:3][C:4]2[CH:10]=[C:9]([CH3:11])[CH:8]=[CH:7][C:5]=2[N:6]=1)=[O:16]. Procedure: 2-Amino-6-methylbenzothiazole (4.9 g) is dissolved in pyridine (100 ml) and thereto is added dropwise methoxyacetyl chloride (3.0 ml) at room temperature. After the mixture is stirred at room temperature for 2 hours, the solvent is distilled off. The resulting oil is solidified with addition of water. The obtained solids are filtered off and washed with water, then with diethyl ether, dried and recrystallized from ethanol to give the title compound (4.1 g) having the following physical propertie... Starting materials: ClC1=C(O)C=CC=C1O (Chlororesorcinol), CN(C)C=O (DMF), C1(=CC=CC=C1)CC(=O)O (phenylacetic acid), P(Cl)(Cl)(Cl)(Cl)Cl (PCl5). The product is ClC=1C=C2C(C(=COC2=CC1O)C1=CC=CC=C1)=O (6-Chloro-7-hydroxy-3-phenyl-chromen-4-one). Yield: 85.0%. As a reaction SMILES: [Cl:1][C:2]1[C:8]([OH:9])=[CH:7][CH:6]=[CH:5][C:3]=1O.[C:10]1([CH2:16][C:17]([OH:19])=O)[CH:15]=[CH:14][CH:13]=[CH:12][CH:11]=1.P(Cl)(Cl)(Cl)(Cl)Cl.CN([CH:29]=[O:30])C>>[Cl:1][C:2]1[CH:3]=[C:5]2[C:6](=[CH:7][C:8]=1[OH:9])[O:19][CH:17]=[C:16]([C:10]1[CH:11]=[CH:12][CH:13]=[CH:14][CH:15]=1)[C:29]2=[O:30]. Procedure details: This compounds was synthesised in the same manner as described above. Chlororesorcinol (0.87 g, 6 mmol), phenylacetic acid (0.82 g, 6 mmol), BF3Et2O (4 ml), PCl5 (1.9 g, 9.1 mmol), DMF (5 ml and 10 ml). The pink precipitate formed was filtered and re-crystallized from methanol to give 6-Chloro-7-hydroxy-3-phenyl-chromen-4-one as fine light pink crystals (1.4 g, 85%); Rf 0.6 ethyl acetate/hexane (75/25). Starting materials: CC=1N=CN(C1)C1=CC=C(N)C=C1 (4-(4-methyl-1H-imidazol-1-yl)aniline), intermediate 65, intermediate 64, C(\C=C\C)(=O)NC(OC(C)(C)C)=O (1,1-dimethylethyl (2E)-2-butenoylcarbamate). The reagents and catalysts are O.O.O.O.O.O.[N+](=O)([O-])[O-].[Y+3].[N+](=O)([O-])[O-].[N+](=O)([O-])[O-] (Yttrium(III) Nitrate hexahydrate), O.O.O.O.O.O.[N+](=O)([O-])[O-].[Y+3].[N+](=O)([O-])[O-].[N+](=O)([O-])[O-] (Yttrium(III) Nitrate hexahydrate). Run in C(C)#N (acetonitrile). Reaction conditions: temperature 50 celsius. The product is CC=1N=CN(C1)C1=CC=C(C=C1)NC(CC(=O)NC(OC(C)(C)C)=O)C (1,1-dimethylethyl (3-{[4-(4-methyl-1H-imidazol-1-yl)phenyl]amino}butanoyl)carbamate). Isolated yield 33.0%. As a reaction SMILES: [CH3:1][C:2]1[N:3]=[CH:4][N:5]([C:7]2[CH:13]=[CH:12][C:10]([NH2:11])=[CH:9][CH:8]=2)[CH:6]=1.[C:14]([NH:19][C:20](=[O:26])[O:21][C:22]([CH3:25])([CH3:24])[CH3:23])(=[O:18])/[CH:15]=[CH:16]/[CH3:17]>C(#N)C.O.O.O.O.O.O.[N+]([O-])([O-])=O.[Y+3].[N+]([O-])([O-])=O.[N+]([O-])([O-])=O>[CH3:1][C:2]1[N:3]=[CH:4][N:5]([C:7]2[CH:13]=[CH:12][C:10]([NH:11][CH:16]([CH3:17])[CH2:15][C:14]([NH:19][C:20](=[O:26])[O:21][C:22]([CH3:25])([CH3:24])[CH3:23])=[O:18])=[CH:9][CH:8]=2)[CH:6]=1 |f:3.4.5.6.7.8.9.10.11.12|. Reported procedure: A mixture of 4-(4-methyl-1H-imidazol-1-yl)aniline (for a preparation see intermediate 64) (500 mg, 2.89 mmol), 1,1-dimethylethyl (2E)-2-butenoylcarbamate (for a preparation see intermediate 65) (615 mg, 3.32 mmol) and Yttrium(III) Nitrate hexahydrate (111 mg, 0.289 mmol) in acetonitrile (2 mL) was heated at 50° C. for 15 h. An extra portion of Yttrium(III) Nitrate hexahydrate (111 mg, 0.289 mmol) was added to the mixture which was stirred for 7 more hours before being cooled to room temperature.... The reactants are C(C)(C)C1=C(C(=CC=C1)C(C)C)N=CC1=NC(=CC=C1)C1=C(C=CC2=CC=CC=C12)CNC1=C(C=CC=C1)C ((2,6-diisopropylphenyl){[6-(2-{[(2-methylphenyl)amino]methyl}-1-naphthyl)pyridin-2-yl]methylene}amine), CO (methanol), [BH3-]C#N.[Na+] (NaBH3CN). The reagents and catalysts are C(=O)O (formic acid). Solvent: O (water). The product is C(C)(C)C1=C(NCC2=NC(=CC=C2)C2=C(C=CC3=CC=CC=C23)CNC2=C(C=CC=C2)C)C(=CC=C1)C(C)C (2,6-Diisopropyl-N-{[6-(2-{[(2-methylphenyl)amino]methyl}-1-naphthyl)pyridin-2-yl]methyl}aniline). As a reaction SMILES: [CH:1]([C:4]1[CH:9]=[CH:8][CH:7]=[C:6]([CH:10]([CH3:12])[CH3:11])[C:5]=1[N:13]=[CH:14][C:15]1[CH:20]=[CH:19][CH:18]=[C:17]([C:21]2[C:30]3[C:25](=[CH:26][CH:27]=[CH:28][CH:29]=3)[CH:24]=[CH:23][C:22]=2[CH2:31][NH:32][C:33]2[CH:38]=[CH:37][CH:36]=[CH:35][C:34]=2[CH3:39])[N:16]=1)([CH3:3])[CH3:2].CO.[BH3-]C#N.[Na+]>C(O)=O.O>[CH:1]([C:4]1[CH:9]=[CH:8][CH:7]=[C:6]([CH:10]([CH3:12])[CH3:11])[C:5]=1[NH:13][CH2:14][C:15]1[CH:20]=[CH:19][CH:18]=[C:17]([C:21]2[C:30]3[C:25](=[CH:26][CH:27]=[CH:28][CH:29]=3)[CH:24]=[CH:23][C:22]=2[CH2:31][NH:32][C:33]2[CH:38]=[CH:37][CH:36]=[CH:35][C:34]=2[CH3:39])[N:16]=1)([CH3:2])[CH3:3] |f:2.3|. Procedure: To a solution of 1.50 g (2.90 mmol) of (2,6-diisopropylphenyl){[6-(2-{[(2-methylphenyl)amino]methyl}-1-naphthyl)pyridin-2-yl]methylene}amine in 20 ml of methanol 0.30 g (4.70 mmol) of NaBH3CN was added in one portion followed by addition of three drops of 88% formic acid. The reaction mixture was refluxed for 1 h and then poured into 50 ml of water. The crude product was extracted with 2×20 ml of ether. The organic extract was washed by water, dried over K2CO3, and then evaporated to dryness. Th... Reactants: CCO, O=[N+]([O-])c1ccn(CC2(OC3CCCCO3)CC2)n1, Cc1ccc(S(=O)(=O)O)cc1. Yields the product O=[N+]([O-])c1ccn(CC2(O)CC2)n1. As a reaction SMILES: [CH3:31][CH2:32][OH:33].[N+:1](=[O:2])([O-:3])[c:4]1[n:5][n:6]([CH2:9][C:10]2([O:13][CH:14]3[CH2:15][CH2:16][CH2:17][CH2:18][O:19]3)[CH2:11][CH2:12]2)[cH:7][cH:8]1.[c:20]1([CH3:21])[cH:22][cH:23][c:24]([S:25]([OH:26])(=[O:27])=[O:28])[cH:29][cH:30]1>>[N+:1](=[O:2])([O-:3])[c:4]1[n:5][n:6]([CH2:9][C:10]2([OH:13])[CH2:11][CH2:12]2)[cH:7][cH:8]1.